From a dataset of the Open Reaction Database (ORD), a public repository of structured organic reaction records. describe an organic reaction: reactants, conditions, products, and yield Reactants: ClCCCBr, COc1cc(C(C)=O)ccc1O, CC(C)=O, [K+], [K+], O=C([O-])[O-]. Product: COc1cc(C(C)=O)ccc1OCCCCl. RXN SMILES: [Br:19][CH2:20][CH2:21][CH2:22][Cl:23].[CH3:1][C:2](=[O:3])[c:4]1[cH:5][c:6]([O:7][CH3:8])[c:9]([OH:10])[cH:11][cH:12]1.[CH3:24][C:25](=[O:26])[CH3:27].[K+:13].[K+:14].[O-:15][C:16]([O-:17])=[O:18]>>[CH3:1][C:2](=[O:3])[c:4]1[cH:5][c:6]([O:7][CH3:8])[c:9]([O:10][CH2:20][CH2:21][CH2:22][Cl:23])[cH:11][cH:12]1. Starting materials: Cc1ccc2[nH]c3c(c2c1)CN(c1ccc(N)cc1)CC3, C=Cc1ccc(C)nc1, CN1CCCC1=O, [K+], [OH-]. The product is Cc1ccc2c(c1)c1c(n2CCc2ccc(C)nc2)CCN(c2ccc(N)cc2)C1. RXN SMILES: [CH3:1][c:2]1[cH:3][c:4]2[c:5]3[c:6]([nH:7][c:8]2[cH:9][cH:10]1)[CH2:11][CH2:12][N:13]([c:15]1[cH:16][cH:17][c:18]([NH2:21])[cH:19][cH:20]1)[CH2:14]3.[CH3:22][c:23]1[n:24][cH:25][c:26]([CH:29]=[CH2:30])[cH:27][cH:28]1.[CH3:33][N:34]1[CH2:35][CH2:36][CH2:37][C:38]1=[O:39].[K+:32].[OH-:31]>>[CH3:1][c:2]1[cH:3][c:4]2[c:5]3[c:6]([n:7]([CH2:30][CH2:29][c:26]4[cH:25][n:24][c:23]([CH3:22])[cH:28][cH:27]4)[c:8]2[cH:9][cH:10]1)[CH2:11][CH2:12][N:13]([c:15]1[cH:16][cH:17][c:18]([NH2:21])[cH:19][cH:20]1)[CH2:14]3. Starting materials: FC1=C(C(=O)C2=CC=C(C=C2)OC)C(=C(C(=C1F)F)F)F (2,3,4,5,6-pentafluoro-4′-methoxybenzophenone), Br (hydrogen bromide), resultant mixture. Solvent: C(C)(=O)O (acetic acid). The product is FC1=C(C(=O)C2=CC=C(C=C2)O)C(=C(C(=C1F)F)F)F (2,3,4,5,6-pentafluoro-4′-hydroxybenzophenone). Yield: 64.7%. As a reaction SMILES: [F:1][C:2]1[C:17]([F:18])=[C:16]([F:19])[C:15]([F:20])=[C:14]([F:21])[C:3]=1[C:4]([C:6]1[CH:11]=[CH:10][C:9]([O:12]C)=[CH:8][CH:7]=1)=[O:5].Br>C(O)(=O)C>[F:1][C:2]1[C:17]([F:18])=[C:16]([F:19])[C:15]([F:20])=[C:14]([F:21])[C:3]=1[C:4]([C:6]1[CH:11]=[CH:10][C:9]([OH:12])=[CH:8][CH:7]=1)=[O:5]. Reported procedure: A round bottom flask provided with a condenser was supplied with 6.0 g of 2,3,4,5,6-pentafluoro-4′-methoxybenzophenone, 40 ml of glacial acetic acid, and 30 ml of an aqueous 48% hydrogen bromide solution. The resultant mixture was refluxed overnight and then cooled to a room temperature. The product was extracted from diethyl ether, dried with magnesium sulfate, filtered, and separated by distillation. It was recrystallized from toluene, to afford as white crystals 3.7 g (yield 78.8%) of 2,3,4,5... As a reaction SMILES: [CH3:1][O:2][c:3]1[cH:4][c:5]2[c:6]([S:15][c:16]3[s:17][c:18]([N+:21]([O-:22])=[O:23])[cH:19][cH:20]3)[cH:7][cH:8][n:9][c:10]2[cH:11][c:12]1[O:13][CH3:14].[CH3:27][CH2:28][OH:29].[Cl-:24].[Fe:26].[NH4+:25]>>[CH3:1][O:2][c:3]1[cH:4][c:5]2[c:6]([S:15][c:16]3[s:17][c:18]([NH2:21])[cH:19][cH:20]3)[cH:7][cH:8][n:9][c:10]2[cH:11][c:12]1[O:13][CH3:14]. The reactants are COc1cc2nccc(Sc3ccc([N+](=O)[O-])s3)c2cc1OC, CCO, [Cl-], [Fe], [NH4+]. Yields the product COc1cc2nccc(Sc3ccc(N)s3)c2cc1OC. The reactants are O=Cc1ccc(-c2cc3cc(Cc4ccccc4)ccc3o2)c(F)c1, COC(=O)C1(O)CNC1. Product: COC(=O)C1(O)CN(Cc2ccc(-c3cc4cc(Cc5ccccc5)ccc4o3)c(F)c2)C1. RXN SMILES: [CH2:1]([c:2]1[cH:3][cH:4][cH:5][cH:6][cH:7]1)[c:8]1[cH:9][cH:10][c:11]2[c:12]([cH:13][c:14](-[c:16]3[c:17]([F:24])[cH:18][c:19]([CH:20]=[O:21])[cH:22][cH:23]3)[o:15]2)[cH:25]1.[OH:26][C:27]1([C:31](=[O:32])[O:33][CH3:34])[CH2:28][NH:29][CH2:30]1>>[CH2:1]([c:2]1[cH:3][cH:4][cH:5][cH:6][cH:7]1)[c:8]1[cH:9][cH:10][c:11]2[c:12]([cH:13][c:14](-[c:16]3[c:17]([F:24])[cH:18][c:19]([CH2:20][N:29]4[CH2:28][C:27]([OH:26])([C:31](=[O:32])[O:33][CH3:34])[CH2:30]4)[cH:22][cH:23]3)[o:15]2)[cH:25]1. Reactants: C(CCl)Cl (EDC), CSC1=NC=CC(=N1)OC=1C=C(C(=CC1)N)N (4-(2-methylsulfanyl-pyrimidin-4-yloxy)-benzene-1,2-diamine), ClC1=C(C=C(C=C1)N=C=S)C(F)(F)F (1-chloro-4-isothiocyanato-2-trifluoromethylbenzene). The solvent is CC#N (CH3CN), CC#N (CH3CN). Conditions: time 16 hour. Yields the product ClC1=C(C=C(C=C1)NC1=NC2=C(N1)C=CC(=C2)OC2=NC(=NC=C2)SC)C(F)(F)F ((4-chloro-3-trifluoromethyl-phenyl)-[5-(2-methylsulfanyl-pyrimidin-4-yloxy)-1H-benzimidazol-2-yl]-amine). Reaction SMILES: [CH3:1][S:2][C:3]1[N:8]=[C:7]([O:9][C:10]2[CH:11]=[C:12]([NH2:17])[C:13]([NH2:16])=[CH:14][CH:15]=2)[CH:6]=[CH:5][N:4]=1.[Cl:18][C:19]1[CH:24]=[CH:23][C:22]([N:25]=[C:26]=S)=[CH:21][C:20]=1[C:28]([F:31])([F:30])[F:29].C(Cl)CCl>CC#N>[Cl:18][C:19]1[CH:24]=[CH:23][C:22]([NH:25][C:26]2[NH:16][C:13]3[CH:14]=[CH:15][C:10]([O:9][C:7]4[CH:6]=[CH:5][N:4]=[C:3]([S:2][CH3:1])[N:8]=4)=[CH:11][C:12]=3[N:17]=2)=[CH:21][C:20]=1[C:28]([F:29])([F:30])[F:31]. Procedure: To a solution of 4-(2-methylsulfanyl-pyrimidin-4-yloxy)-benzene-1,2-diamine (Example 18, Step B, 400 mg, 1.6 mmol, 1.0 eq.) in anhydrous CH3CN (20 mL) was added drop wise a solution of 1-chloro-4-isothiocyanato-2-trifluoromethylbenzene (380 mg, 1.6 mmol, 1.0 eq.) in anhydrous CH3CN (10 mL). The solution was stirred for 16 h at RT. EDC (470 mg, 2.4 mmol, 1.5 eq.) was added and the reaction was heated to 80° C. and stirred for 2 h. The solvent was removed under reduced pressure. The residue was di...